Dataset: the Open Reaction Database (ORD), a public repository of structured organic reaction records. Task: describe an organic reaction: reactants, conditions, products, and yield Starting materials: P(=O)([O-])([O-])[O-] (Phosphate), [Mn](=O)(=O)(=O)[O-].[K+] (potassium permanganate), CS(=O)(=O)[C@@H]1[C@@H](C(N1C(=C(C)C)C(=O)OC)=O)[C@@H](C)O[Si](C)(C)C(C)(C)C ((3R,4R)-4-Methylsulphonyl-3[1(R)-(t-butyldimethylsilyloxy)ethyl]-1-(1-methoxycarbonyl-2-methyl-1-propenyl)azetidin-2-one), [Mn](=O)(=O)(=O)[O-].[K+] (potassium permanganate), I(=O)(=O)(=O)[O-].[Na+] (sodium periodate). The reagents and catalysts are [Mn](=O)(=O)(=O)[O-].[K+] (potassium permanganate). Solvent: CC(=O)C (acetone), C(C)(=O)OCC (ethyl acetate), O (Water), CC(=O)C (acetone). Run at temperature 0 celsius, time 30 minute. The product is [Si](C)(C)(C(C)(C)C)O[C@H](C)[C@@H]1C(N[C@@H]1S(=O)(=O)C)=O ((3R,4R)-3[1(R)-(t-butyldimethylsilyloxy)-ethyl]-4-methylsulphonylazetidin-2-one). Yield: 92.3%. As a reaction SMILES: P([O-])([O-])([O-])=O.I([O-])(=O)(=O)=O.[Na+].[CH3:12][S:13]([C@H:16]1[N:19](C(C(OC)=O)=C(C)C)[C:18](=[O:28])[C@H:17]1[C@H:29]([O:31][Si:32]([C:35]([CH3:38])([CH3:37])[CH3:36])([CH3:34])[CH3:33])[CH3:30])(=[O:15])=[O:14].[Mn]([O-])(=O)(=O)=O.[K+]>CC(C)=O.[Mn]([O-])(=O)(=O)=O.[K+].C(OCC)(=O)C.O>[Si:32]([O:31][C@@H:29]([C@H:17]1[C@@H:16]([S:13]([CH3:12])(=[O:15])=[O:14])[NH:19][C:18]1=[O:28])[CH3:30])([C:35]([CH3:36])([CH3:37])[CH3:38])([CH3:34])[CH3:33] |f:1.2,4.5,7.8|. Procedure: Phosphate buffer (pH 7, 680 ml), potassium permanganate (0.98 g, 0.006 mole), sodium periodate (87.3 g, 0.41 mole) and acetone (320 ml) were combined at ambient temperature and then cooled to 0° C. Over 8 minutes unsaturated ester of Example 1 (33.6 g, 0.08 mole) in acetone (320 ml) was added. The reaction was stirred 30 minutes at 0°-5° C. and then allowed to warm to ambient temperature. Over 1 hour reaction time the purple solution had changed to a pink color, and 30 ml of aqueous potassium pe... Starting materials: ClC1=CN=CC(=N1)NC(C)C1=CC(=CC=C1)F (6-chloro-N-[1-(3-fluorophenyl)ethyl]pyrazin-2-amine), N1C=NC2=C1C=CC(=C2)C(=O)N (1H-benzimidazole-5-carboxamide). The product is FC=1C=C(C=CC1)C(C)NC1=CN=CC(=N1)N1C=NC2=C1C=C(C=C2)C(=O)N (1-(6-{[1-(3-fluorophenyl)ethyl]amino}pyrazin-2-yl)-1H-benzimidazole-6-carboxamide). Yield: 21.3%. Reaction SMILES: Cl[C:2]1[N:7]=[C:6]([NH:8][CH:9]([C:11]2[CH:16]=[CH:15][CH:14]=[C:13]([F:17])[CH:12]=2)[CH3:10])[CH:5]=[N:4][CH:3]=1.[NH:18]1[C:22]2[CH:23]=[CH:24][C:25]([C:27]([NH2:29])=[O:28])=[CH:26][C:21]=2[N:20]=[CH:19]1>>[F:17][C:13]1[CH:12]=[C:11]([CH:9]([NH:8][C:6]2[N:7]=[C:2]([N:20]3[C:21]4[CH:26]=[C:25]([C:27]([NH2:29])=[O:28])[CH:24]=[CH:23][C:22]=4[N:18]=[CH:19]3)[CH:3]=[N:4][CH:5]=2)[CH3:10])[CH:16]=[CH:15][CH:14]=1. Procedure: In an analogous fashion, to Example 3, 6-chloro-N-[1-(3-fluorophenyl)ethyl]pyrazin-2-amine (025 g, 1 mmol) was reacted with 1H-benzimidazole-5-carboxamide (0.2 g, 1.2 mmol) to afford the product as a mixture of isomers. These were separated by chromatography using dichloromethane-methanol (98:2-92:8) as eluant to afford from the less polar fractions 1-(6-{[1-(3-fluorophenyl)ethyl]amino}pyrazin-2-yl)-1H-benzimidazole-6-carboxamide (80 mg). Starting materials: COC(=O)C(N)Cc1c(Cl)cccc1Cl, CC#N, CCN(C(C)C)C(C)C, CC(C)(O)Cn1ccc(NC(=O)C(CC2CCCCC2)N2CC(Oc3c(F)cccc3F)=CC2=O)n1, Cl. The product is COC(=O)C(Cc1c(Cl)cccc1Cl)N1CC(Oc2c(F)cccc2F)=CC1=O. Reaction SMILES: [CH3:2][O:3][C:4]([CH:5]([CH2:6][c:7]1[c:8]([Cl:14])[cH:9][cH:10][cH:11][c:12]1[Cl:13])[NH2:15])=[O:16].[CH3:62][C:63]#[N:64].[CH:17]([N:18]([CH2:19][CH3:20])[CH:21]([CH3:22])[CH3:23])([CH3:24])[CH3:25].[CH:26]1([CH2:27][CH:28]([N:29]2[C:48](=[O:61])[CH:49]=[C:50]([O:52][c:53]3[c:54]([F:60])[cH:55][cH:56][cH:57][c:58]3[F:59])[CH2:51]2)[C:30]([NH:31][c:32]2[cH:33][cH:34][n:35]([CH2:36][C:37]([OH:38])([CH3:39])[CH3:40])[n:41]2)=[O:42])[CH2:43][CH2:44][CH2:45][CH2:46][CH2:47]1.[ClH:1]>>[CH3:2][O:3][C:4]([CH:5]([CH2:6][c:7]1[c:8]([Cl:14])[cH:9][cH:10][cH:11][c:12]1[Cl:13])[N:15]1[C:48](=[O:61])[CH:49]=[C:50]([O:52][c:53]2[c:54]([F:60])[cH:55][cH:56][cH:57][c:58]2[F:59])[CH2:51]1)=[O:16]. As a reaction SMILES: [Br:1][c:2]1[cH:3][c:4]([N+:18](=[O:19])[O-:20])[c:5]([NH:8][CH:9]2[CH2:10][CH:11]3[CH2:12][O:13][CH2:14][CH2:15][N:16]3[CH2:17]2)[cH:6][cH:7]1.[CH3:67][O-:68].[CH3:70][OH:71].[F:21][c:22]1[cH:23][cH:24][c:25]2[c:26]([cH:47]1)[O:27][CH2:28][c:29]1[c:30]([cH:42][cH:43][cH:44][c:45]1[F:46])[C:31]2=[CH:32][B:33]1[O:34][C:35]([CH3:36])([CH3:37])[C:38]([CH3:39])([CH3:40])[O:41]1.[Na+:69].[O-:78][C:79]([CH3:80])=[O:81].[O-:82][C:83]([CH3:84])=[O:85].[O:72]1[CH2:73][CH2:74][CH2:75][CH2:76]1.[Pd+2:77].[c:48]1([P:49]([c:50]2[cH:51][cH:52][cH:53][cH:54][cH:55]2)[c:56]2[cH:57][cH:58][cH:59][cH:60][cH:61]2)[cH:62][cH:63][cH:64][cH:65][cH:66]1>>[c:2]1([CH:32]=[C:31]2[c:25]3[cH:24][cH:23][c:22]([F:21])[cH:47][c:26]3[O:27][CH2:28][c:29]3[c:30]2[cH:42][cH:43][cH:44][c:45]3[F:46])[cH:3][c:4]([N+:18](=[O:19])[O-:20])[c:5]([NH:8][CH:9]2[CH2:10][CH:11]3[CH2:12][O:13][CH2:14][CH2:15][N:16]3[CH2:17]2)[cH:6][cH:7]1. Reactants: O=[N+]([O-])c1cc(Br)ccc1NC1CC2COCCN2C1, C[O-], CO, CC1(C)OB(C=C2c3ccc(F)cc3OCc3c(F)cccc32)OC1(C)C, [Na+], CC(=O)[O-], CC(=O)[O-], C1CCOC1, [Pd+2], c1ccc(P(c2ccccc2)c2ccccc2)cc1. Product: O=[N+]([O-])c1cc(C=C2c3ccc(F)cc3OCc3c(F)cccc32)ccc1NC1CC2COCCN2C1. Reactants: [Br-], N#Cc1ccc(CCC=O)cc1, CCCCCC1CCC(C[P+](c2ccccc2)(c2ccccc2)c2ccccc2)CC1, C1CCOC1. The product is CCCCCC1CCC(C=CCCc2ccc(C#N)cc2)CC1. As a reaction SMILES: [Br-:13].[C:1](#[N:2])[c:3]1[cH:4][cH:5][c:6]([CH2:9][CH2:10][CH:11]=[O:12])[cH:7][cH:8]1.[CH2:14]([CH2:15][CH2:16][CH2:17][CH3:18])[CH:19]1[CH2:20][CH2:21][CH:22]([CH2:25][P+:26]([c:27]2[cH:28][cH:29][cH:30][cH:31][cH:32]2)([c:33]2[cH:34][cH:35][cH:36][cH:37][cH:38]2)[c:39]2[cH:40][cH:41][cH:42][cH:43][cH:44]2)[CH2:23][CH2:24]1.[O:45]1[CH2:46][CH2:47][CH2:48][CH2:49]1>>[C:1](#[N:2])[c:3]1[cH:4][cH:5][c:6]([CH2:9][CH2:10][CH:11]=[CH:25][CH:22]2[CH2:21][CH2:20][CH:19]([CH2:14][CH2:15][CH2:16][CH2:17][CH3:18])[CH2:24][CH2:23]2)[cH:7][cH:8]1. Reactants: C(C1=CC=CC=C1)Cl (benzyl chloride), C1(=CC=CC=C1)O (Phenol), [OH-].[Na+] (sodium hydroxide), [I-].[Na+] (sodium iodide), C=1(C)C(C)=CC(C)=C(C)C1 (durene). Reagents/catalysts: CCCCCCCC[N+](C)(CCCCCCCC)CCCCCCCC.[Cl-] (Aliquat 336). Solvent: C1(=CC=CC=C1)C (toluene), O (water). Run at temperature 50 celsius, time 90 minute. Product: C1(=CC=CC=C1)OCC1=CC=CC=C1 (Benzyl Phenyl Ether). Reaction SMILES: [C:1]1([OH:7])[CH:6]=[CH:5][CH:4]=[CH:3][CH:2]=1.[OH-].[Na+].[I-].[Na+].[CH2:12](Cl)[C:13]1[CH:18]=[CH:17][CH:16]=[CH:15][CH:14]=1.C1(C(=CC(=C(C=1)C)C)C)C>O.CCCCCCCC[N+](CCCCCCCC)(CCCCCCCC)C.[Cl-].C1(C)C=CC=CC=1>[C:1]1([O:7][CH2:12][C:13]2[CH:18]=[CH:17][CH:16]=[CH:15][CH:14]=2)[CH:6]=[CH:5][CH:4]=[CH:3][CH:2]=1 |f:1.2,3.4,8.9|. Reported procedure: Phenol (2.836 g, 30 millimoles, Aldrich, 99+%), sodium hydroxide (1.411 g, 35 millimoles, Merck, 97%), and sodium iodide (0.433 g, 3 millimoles, Aldrich, 98%) were dissolved in water (299.19 g). The excess molar concentration of sodium hydroxide of was 0.166. The aqueous phase was introduced into a 3-neck 500 mL reactor immersed in the water bath at 50° C. The mixture consisting of benzyl chloride (3.930 g, 31 millimoles, Aldrich, 97%), Aliquat 336 (2.597 g, 6 millimoles, Aldrich), durene (0.693... Starting materials: N1=CC=C(C=C1)C1=NC2=C(N1)C=CC(=C2)C(=O)O (2-pyridin-4-yl-1H-benzimidazol-5-carboxylic acid), [B-](F)(F)(F)F.CCOC(=O)C(=NOC(=[N+](C)C)N(C)C)C#N (TOTU), C(C)(C)NC(C)C (diisopropylamine), O1C(=NN=C1)C(CCC1=CC=CC=C1)N (1-[1,3,4]oxadiazole-2-yl-3-phenylpropylamine). Run in CN(C=O)C (dimethylformamide). Conditions: time 4 hour. Yields the product O1C(=NN=C1)C(CCC1=CC=CC=C1)NC(=O)C1=CC2=C(NC(=N2)C2=CC=NC=C2)C=C1 (2-pyridin-4-yl-1H-benzimidazole-5-carboxylic acid (1-[1,3,4]oxadiazol-2-yl-3-phenylpropyl)amide). Reaction SMILES: [O:1]1[CH:5]=[N:4][N:3]=[C:2]1[CH:6]([NH2:15])[CH2:7][CH2:8][C:9]1[CH:14]=[CH:13][CH:12]=[CH:11][CH:10]=1.[N:16]1[CH:21]=[CH:20][C:19]([C:22]2[NH:26][C:25]3[CH:27]=[CH:28][C:29]([C:31](O)=[O:32])=[CH:30][C:24]=3[N:23]=2)=[CH:18][CH:17]=1.[B-](F)(F)(F)F.CCOC(C(C#N)=NOC(N(C)C)=[N+](C)C)=O.C(NC(C)C)(C)C>CN(C)C=O>[O:1]1[CH:5]=[N:4][N:3]=[C:2]1[CH:6]([NH:15][C:31]([C:29]1[CH:28]=[CH:27][C:25]2[NH:26][C:22]([C:19]3[CH:20]=[CH:21][N:16]=[CH:17][CH:18]=3)=[N:23][C:24]=2[CH:30]=1)=[O:32])[CH2:7][CH2:8][C:9]1[CH:14]=[CH:13][CH:12]=[CH:11][CH:10]=1 |f:2.3|. Procedure details: 220 mg of 1-[1,3,4]oxadiazole-2-yl-3-phenylpropylamine were dissolved in 10 ml of dry dimethylformamide at RT, treated with 260 mg of 2-pyridin-4-yl-1H-benzimidazol-5-carboxylic acid, 350 mg of TOTU, and 0.15 ml of diisopropylamine, and stirred at RT for 4 h. The reaction mixture was concentrated, the residue was taken up in ethyl acetate, and the mixture was washed successively with water, saturated sodium hydrogencarbonate solution, water, and saturated sodium chloride solution. The organic ph... The reactants are ClCCl (dichloromethane), Cl(=O)(=O)(=O)[O-].C(C)C1(CCC[N+]=2CCC3=C(C12)NC1=CC=CC=C13)CCC#N (1-ethyl-1-(2-cyanoethyl)-1,2,3,4,6,7-hexahydro-12H-indolo(2,3 -a)quinolizinium perchlorate), [OH-].[Na+] (sodium hydroxide). Run in O (water), O (water). Yields the product C(C)C1(CCCN2CCC=3C(=C12)N=C1C=CC=CC13)C(C#N)C ((1-ethyl-1,2,3,4,6,7-hexahydro-indolo[2,3-a]quinolizin-1-yl)-propionitrile). As a reaction SMILES: ClCCl.Cl([O-])(=O)(=O)=O.[CH2:9]([C:11]1(CCC#N)[C:20]2[C:19]3[NH:21][C:22]4[C:27]([C:18]=3[CH2:17][CH2:16][N+:15]=2[CH2:14][CH2:13][CH2:12]1)=[CH:26][CH:25]=[CH:24][CH:23]=4)[CH3:10].[OH-].[Na+]>O>[CH2:9]([C:11]1([CH:13]([CH3:12])[C:14]#[N:15])[C:20]2[N:15]([CH2:16][CH2:17][C:18]3[C:19]=2[N:21]=[C:22]2[C:27]=3[CH:26]=[CH:25][CH:24]=[CH:23]2)[CH2:14][CH2:13][CH2:12]1)[CH3:10] |f:1.2,3.4|. Procedure details: 40 ml. of dichloromethane are added to a suspension of 1.00 g. of 1-ethyl-1-(2-cyanoethyl)-1,2,3,4,6,7-hexahydro-12H-indolo(2,3 -a)quinolizinium perchlorate in 100 ml. of distilled water, and the pH of the mixture is adjusted to 10 to 11 with 40% sodium hydroxide solution. During this operation the mixture is cooled with water and stirred in argon atmosphere. After some minutes of stirring the separated red organic phase is removed, and the aqueous phase is extracted with 20 ml. of dichlorometha... Reactants: BrC=1C=C(C=NC1)C1=NC(=NC=C1)NC1=C(C=CC(=C1)[N+](=O)[O-])C (4-(5-bromopyridin-3-yl)-N-(2-methyl-5-nitrophenyl)pyrimidin-2-amine), N1CCCC1 (pyrrolidine), [O-]P(=O)([O-])[O-].[K+].[K+].[K+] (K3PO4), L-proline amino acid. The reagents and catalysts are [Cu]I (CuI). Run in CS(=O)C (DMSO). Run at temperature 160 celsius. Product: CC1=C(C=C(C=C1)[N+](=O)[O-])NC1=NC=CC(=N1)C=1C=NC=C(C1)N1CCCC1 ((2-Meth yl-5-nitro-phenyl)-[4-(5-pyrrolidin-1-yl-pyridin-3-yl)-pyrimidin-2-yl]-amine). Reaction SMILES: Br[C:2]1[CH:3]=[C:4]([C:8]2[CH:13]=[CH:12][N:11]=[C:10]([NH:14][C:15]3[CH:20]=[C:19]([N+:21]([O-:23])=[O:22])[CH:18]=[CH:17][C:16]=3[CH3:24])[N:9]=2)[CH:5]=[N:6][CH:7]=1.[NH:25]1[CH2:29][CH2:28][CH2:27][CH2:26]1.[O-]P([O-])([O-])=O.[K+].[K+].[K+]>CS(C)=O.[Cu]I>[CH3:24][C:16]1[CH:17]=[CH:18][C:19]([N+:21]([O-:23])=[O:22])=[CH:20][C:15]=1[NH:14][C:10]1[N:9]=[C:8]([C:4]2[CH:5]=[N:6][CH:7]=[C:2]([N:25]3[CH2:29][CH2:28][CH2:27][CH2:26]3)[CH:3]=2)[CH:13]=[CH:12][N:11]=1 |f:2.3.4.5|. Reported procedure: (2-Meth yl-5-nitro-phenyl)-[4-(5-pyrrolidin-1-yl-pyridin-3-yl)-pyrimidin-2-yl]-amine 9 is prepared by mixing 8 (0.40 g, 1.04 mmol), pyrrolidine (3.12 mmol), K3PO4 (0.44 g, 2.08 mmol), CuI (38.5 mg, 0.10 mmol) and L-proline amino acid (48.1 mg, 0.21 mmol) in DMSO (8 ml) and heating at 160° C. in a microwave oven for 20 min. The cooled mixture is partitioned between water and ethyl acetate. The organic layer is separated, and the aqueous layer is extracted with ethyl acetate. The combined organic ... Starting materials: C(C1=CC=CC=C1)Cl (benzyl chloride), [Na] (sodium), OC1=NC=CC(=C1)CCC(=O)OCC (ethyl β-(2-hydroxy-4-pyridyl)propionate). Run in C(C)O (ethanol), C(C)O (ethanol), C(C)O (ethanol). Reaction conditions: time 45 minute. The product is C(C1=CC=CC=C1)N1C(C=C(C=C1)CCC(=O)OCC)=O (ethyl β-(N-benzyl-2-oxo-4-pyridyl)propionate). The yield is 81.7%. As a reaction SMILES: [Na].[OH:2][C:3]1[CH:8]=[C:7]([CH2:9][CH2:10][C:11]([O:13][CH2:14][CH3:15])=[O:12])[CH:6]=[CH:5][N:4]=1.[CH2:16](Cl)[C:17]1[CH:22]=[CH:21][CH:20]=[CH:19][CH:18]=1>C(O)C>[CH2:16]([N:4]1[CH:5]=[CH:6][C:7]([CH2:9][CH2:10][C:11]([O:13][CH2:14][CH3:15])=[O:12])=[CH:8][C:3]1=[O:2])[C:17]1[CH:22]=[CH:21][CH:20]=[CH:19][CH:18]=1 |^1:0|. Reported procedure: To a cooled solution of sodium (3.25 g) in ethanol (75 ml) was added a solution of ethyl β-(2-hydroxy-4-pyridyl)propionate (25.38 g) in ethanol (150 ml). This mixture was stirred for 45 minutes and then benzyl chloride (16.58 g) in ethanol (125 ml) was added. The reaction mixture was stirred under reflux for 9 hours, allowed to cool and evaporated under reduced pressure. The residue was taken up in water (150 ml) and diethyl ether (150 ml), the aqueous layer was separated and washed with diethyl...